Dataset: the Open Reaction Database (ORD), a public repository of structured organic reaction records. Task: describe an organic reaction: reactants, conditions, products, and yield Starting materials: ClCC1=CC=C(C(=O)Cl)C=C1 (4-chloromethylbenzoyl chloride), N (ammonia). The solvent is C1(=CC=CC=C1)C (toluene), C1(=CC=CC=C1)C (toluene). Run at time 1 hour. The product is ClCC1=CC=C(C(=O)N)C=C1 (4-(chloromethyl)benzamide). Yield: 99.3%. RXN SMILES: [NH3:1].[Cl:2][CH2:3][C:4]1[CH:12]=[CH:11][C:7]([C:8](Cl)=[O:9])=[CH:6][CH:5]=1>C1(C)C=CC=CC=1>[Cl:2][CH2:3][C:4]1[CH:12]=[CH:11][C:7]([C:8]([NH2:1])=[O:9])=[CH:6][CH:5]=1. Reported procedure: To a mixture of 28% aqueous ammonia (19.3 g, 317 mmol, 4.0 eq) and toluene (30 mL) was dropwise added a 4-chloromethylbenzoyl chloride. (15.0 g, 79.3 mmol)/toluene (30 mL) solution under ice-cooling. The mixture was stirred at room temperature for 1 hr. and under ice-cooling for 1 hr. The crystals were collected by filtration, washed with water (9 mL) and toluene (9 mL), and dried in vacuo at 40° C. to give the title compound (13.36 g, yield 99.3%) as white crystals. The reactants are CC(=NO)C1CCN(Cc2ccccc2)CC1c1ccc(Cl)cc1, CO. Product: CC(N)C1CCN(Cc2ccccc2)CC1c1ccc(Cl)cc1. RXN SMILES: [CH2:1]([c:2]1[cH:3][cH:4][cH:5][cH:6][cH:7]1)[N:8]1[CH2:9][CH:10]([c:18]2[cH:19][cH:20][c:21]([Cl:24])[cH:22][cH:23]2)[CH:11]([C:14]([CH3:15])=[N:16][OH:17])[CH2:12][CH2:13]1.[CH3:25][OH:26]>>[CH2:1]([c:2]1[cH:3][cH:4][cH:5][cH:6][cH:7]1)[N:8]1[CH2:9][CH:10]([c:18]2[cH:19][cH:20][c:21]([Cl:24])[cH:22][cH:23]2)[CH:11]([CH:14]([CH3:15])[NH2:16])[CH2:12][CH2:13]1.